Task: describe an organic reaction: reactants, conditions, products, and yield. Dataset: the Open Reaction Database (ORD), a public repository of structured organic reaction records Solvent: ClCCl (dichloromethane), CC(C)O (2-propanol). Yield: 220.8%. Procedure: A solution of (S)-4-[2-(tert-butoxycarbonylamino)propyl]-7,8-difluoro-1,2,3,4-tetrahydrocyclopent[b]indole (0.4 g, 1.1 mmol) and trifluoroacetic acid (5 mL) in dichloromethane (15 mL) was stirred at room temperature for 1 h. The mixture was made basic by the addition of aqueous sodium hydroxide solution (2 N), then extracted with dichloromethane (3×50 mL). The organic extracts were combined, dried (magnesium sulfate), filtered and concentrated in vacuo to give an orange oil. The oil was dissolve... Product: C(\C=C\C(=O)O)(=O)O.FC1=C(C=2C3=C(N(C2C=C1)C[C@H](C)N)CCC3)F ((S)-1-(7,8-Difluoro-1,2,3,4-tetrahydrocyclopent[b]indol-4-yl)-2-propylamine fumarate). As a reaction SMILES: C(OC([NH:8][C@@H:9]([CH3:25])[CH2:10][N:11]1[C:19]2[CH:18]=[CH:17][C:16]([F:20])=[C:15]([F:21])[C:14]=2[C:13]2[CH2:22][CH2:23][CH2:24][C:12]1=2)=O)(C)(C)C.FC(F)(F)C(O)=O.[OH-].[Na+].[C:35]([OH:42])(=[O:41])/[CH:36]=[CH:37]/[C:38]([OH:40])=[O:39]>ClCCl.CC(O)C>[C:35]([OH:42])(=[O:41])/[CH:36]=[CH:37]/[C:38]([OH:40])=[O:39].[F:20][C:16]1[CH:17]=[CH:18][C:19]2[N:11]([CH2:10][C@@H:9]([NH2:8])[CH3:25])[C:12]3[CH2:24][CH2:23][CH2:22][C:13]=3[C:14]=2[C:15]=1[F:21] |f:2.3,7.8|. Reactants: [OH-].[Na+] (sodium hydroxide), C(\C=C\C(=O)O)(=O)O (fumaric acid), C(C)(C)(C)OC(=O)N[C@H](CN1C2=C(C=3C(=C(C=CC13)F)F)CCC2)C ((S)-4-[2-(tert-butoxycarbonylamino)propyl]-7,8-difluoro-1,2,3,4-tetrahydrocyclopent[b]indole), FC(C(=O)O)(F)F (trifluoroacetic acid). Reactants: CC1=C(C=C(C=C1)NC(C1=CC(=CC=C1)C(F)(F)F)=O)NC(=O)C=1C(=NC(=NC1)SC)N (4-amino-2-methylsulfanyl-pyrimidine-5-carboxylic acid [2-methyl-5-(3-trifluoromethyl-benzoylamino)-phenyl]-amide), C(C)(C)N(CC)C(C)C (diisopropylethylamine), ClC(Cl)(OC(OC(Cl)(Cl)Cl)=O)Cl (triphosgene). Run in O1CCOCC1 (dioxane), O1CCOCC1 (dioxane), CCOC(=O)C (EtOAc). Conditions: temperature 100 celsius, time 12 hour. Product: CC1=C(C=C(C=C1)NC(C1=CC(=CC=C1)C(F)(F)F)=O)N1C(NC2=NC(=NC=C2C1=O)SC)=O (N-[4-Methyl-3-(7-methylsulfanyl-2,4-dioxo-1,4-dihydro-2H-pyrimido[4,5-d]pyrimidin-3-yl)-phenyl]-3-trifluoromethyl-benzamide). The yield is 54.9%. Reaction SMILES: [CH3:1][C:2]1[CH:7]=[CH:6][C:5]([NH:8][C:9](=[O:20])[C:10]2[CH:15]=[CH:14][CH:13]=[C:12]([C:16]([F:19])([F:18])[F:17])[CH:11]=2)=[CH:4][C:3]=1[NH:21][C:22]([C:24]1[C:25]([NH2:32])=[N:26][C:27]([S:30][CH3:31])=[N:28][CH:29]=1)=[O:23].C(N(C(C)C)CC)(C)C.Cl[C:43](Cl)([O:45]C(=O)OC(Cl)(Cl)Cl)Cl>O1CCOCC1.CCOC(C)=O>[CH3:1][C:2]1[CH:7]=[CH:6][C:5]([NH:8][C:9](=[O:20])[C:10]2[CH:15]=[CH:14][CH:13]=[C:12]([C:16]([F:18])([F:19])[F:17])[CH:11]=2)=[CH:4][C:3]=1[N:21]1[C:22](=[O:23])[C:24]2[C:25](=[N:26][C:27]([S:30][CH3:31])=[N:28][CH:29]=2)[NH:32][C:43]1=[O:45]. Procedure details: To a stirred solution of 4-amino-2-methylsulfanyl-pyrimidine-5-carboxylic acid [2-methyl-5-(3-trifluoromethyl-benzoylamino)-phenyl]-amide (286 mg, 0.62 mmol) and diisopropylethylamine (864 μL, 4.96 mmol) in dioxane (10 mL) is added a solution of triphosgene (184 mg, 0.62 mmol) in dioxane (2 mL) at 0° C., and the mixture is stirred for 12 h at 100° C. The reaction mixture is diluted with EtOAc (50 mL), and washed with saturated NaHCO3 solution. The organic layer is dried over MgSO4, filtered, con... Yields the product COc1c(-c2ccsc2)cc(-n2ccc(=O)[nH]c2=O)cc1-c1ccc2c(c1)CC=C2CNS(C)(=O)=O. RXN SMILES: [O:1]=[c:2]1[n:3](-[c:9]2[cH:10][c:11](-[c:32]3[o:33][cH:34][cH:35][cH:36]3)[c:12]([O:30][CH3:31])[c:13](-[c:15]3[cH:16][cH:17][c:18]4[c:22]([cH:23]3)[CH2:21][CH:20]=[C:19]4[CH2:24][NH:25][S:26](=[O:27])(=[O:28])[CH3:29])[cH:14]2)[cH:4][cH:5][c:6](=[O:8])[nH:7]1.[s:37]1[cH:38][c:39]([B:42]([OH:43])[OH:44])[cH:40][cH:41]1>>[O:1]=[c:2]1[n:3](-[c:9]2[cH:10][c:11](-[c:39]3[cH:38][s:37][cH:41][cH:40]3)[c:12]([O:30][CH3:31])[c:13](-[c:15]3[cH:16][cH:17][c:18]4[c:22]([cH:23]3)[CH2:21][CH:20]=[C:19]4[CH2:24][NH:25][S:26](=[O:27])(=[O:28])[CH3:29])[cH:14]2)[cH:4][cH:5][c:6](=[O:8])[nH:7]1. Reactants: COc1c(-c2ccc3c(c2)CC=C3CNS(C)(=O)=O)cc(-n2ccc(=O)[nH]c2=O)cc1-c1ccco1, OB(O)c1ccsc1. Reactants: c1ccc(OCC2CO2)cc1, CC(C)O, NCCNc1nc(N)nc2ccccc12. The product is Nc1nc(NCCNCC(O)COc2ccccc2)c2ccccc2n1. As a reaction SMILES: [CH2:1]([CH:2]1[CH2:3][O:4]1)[O:5][c:6]1[cH:7][cH:8][cH:9][cH:10][cH:11]1.[CH:27]([OH:28])([CH3:29])[CH3:30].[NH2:12][c:13]1[n:14][c:15]2[cH:16][cH:17][cH:18][cH:19][c:20]2[c:21]([NH:23][CH2:24][CH2:25][NH2:26])[n:22]1>>[CH2:1]([CH:2]([CH2:3][NH:26][CH2:25][CH2:24][NH:23][c:21]1[c:20]2[c:15]([n:14][c:13]([NH2:12])[n:22]1)[cH:16][cH:17][cH:18][cH:19]2)[OH:4])[O:5][c:6]1[cH:7][cH:8][cH:9][cH:10][cH:11]1. Starting materials: C(CO)O (1,2-ethanediol), N1C=NC=C1 (imidazole), Cl[Si](C1=CC=CC=C1)(C1=CC=CC=C1)C(C)(C)C (chloro-tert-butyl(diphenyl)silane). The solvent is O1CCCC1 (tetrahydrofuran), O1CCCC1 (tetrahydrofuran). Conditions: time 8 hour. Yields the product [Si](C1=CC=CC=C1)(C1=CC=CC=C1)(C(C)(C)C)OCCO (2-{[tert-Butyl(diphenyl)silyl]oxy}ethanol). RXN SMILES: Cl[Si:2]([C:15]([CH3:18])([CH3:17])[CH3:16])([C:9]1[CH:14]=[CH:13][CH:12]=[CH:11][CH:10]=1)[C:3]1[CH:8]=[CH:7][CH:6]=[CH:5][CH:4]=1.[CH2:19]([OH:22])[CH2:20][OH:21].N1C=CN=C1>O1CCCC1>[Si:2]([O:21][CH2:20][CH2:19][OH:22])([C:15]([CH3:18])([CH3:17])[CH3:16])([C:9]1[CH:14]=[CH:13][CH:12]=[CH:11][CH:10]=1)[C:3]1[CH:8]=[CH:7][CH:6]=[CH:5][CH:4]=1. Procedure details: 10.0 g (36.4 mmol) of chloro-tert-butyl(diphenyl)silane dissolved in 88 ml of tetrahydrofuran were added dropwise over a period of 6 h to a solution of 10.1 ml (182 mmol) of 1,2-ethanediol and 2.97 g (43.7 mmol) of imidazole in 12 ml of tetrahydrofuran, and the mixture was then stirred further at RT overnight. The solvent was removed under reduced pressure and the residue was purified by flash chromatography (340 g silica cartridge, 100 ml/min, cyclohexane/ethyl acetate gradient). Yield: 8.34 g ... The reactants are N1(C=NC=C1)C(=O)OCCCCCC (hexyl 1H-imidazole-1-carboxylate), N1=C(C=CC=C1)N(C(=O)C1=CC2=C(N(C(=N2)CNC2=CC=C(C=C2)C(N)=N)C)C=C1)CCC(=O)OCC (1-methyl-2-[N-[4-amidinophenyl]aminomethyl]benzimidazol-5-yl-carboxylic acid-N-(2-pyridyl)-N-(2-ethoxycarbonylethyl)amide), O (water), O (water), C([O-])([O-])=O.[K+].[K+] (Potassium carbonate). Solvent: C(C)#N (acetonitrile), C(C)#N (acetonitrile). Conditions: temperature 15 celsius, time 15 minute. Yields the product CCCCCCOC(=O)/N=C(/C=1C=CC(=CC1)NCC2=NC=3C=C(C=CC3N2C)C(=O)N(CCC(=O)OCC)C=4C=CC=CN4)\N (Dabigatran Etexilate). As a reaction SMILES: [N:1]1[CH:6]=[CH:5][CH:4]=[CH:3][C:2]=1[N:7]([CH2:31][CH2:32][C:33]([O:35][CH2:36][CH3:37])=[O:34])[C:8]([C:10]1[CH:30]=[CH:29][C:13]2[N:14]([CH3:28])[C:15]([CH2:17][NH:18][C:19]3[CH:24]=[CH:23][C:22]([C:25](=[NH:27])[NH2:26])=[CH:21][CH:20]=3)=[N:16][C:12]=2[CH:11]=1)=[O:9].O.C(=O)([O-])[O-].[K+].[K+].N1([C:50]([O:52][CH2:53][CH2:54][CH2:55][CH2:56][CH2:57][CH3:58])=[O:51])C=CN=C1>C(#N)C>[CH3:58][CH2:57][CH2:56][CH2:55][CH2:54][CH2:53][O:52][C:50](/[N:27]=[C:25](\[NH2:26])/[C:22]1[CH:21]=[CH:20][C:19]([NH:18][CH2:17][C:15]2[N:14]([CH3:28])[C:13]3[CH:29]=[CH:30][C:10]([C:8]([N:7]([C:2]4[CH:3]=[CH:4][CH:5]=[CH:6][N:1]=4)[CH2:31][CH2:32][C:33]([O:35][CH2:36][CH3:37])=[O:34])=[O:9])=[CH:11][C:12]=3[N:16]=2)=[CH:24][CH:23]=1)=[O:51] |f:2.3.4|. Procedure: 1-methyl-2-[N-[4-amidinophenyl]aminomethyl]benzimidazol-5-yl-carboxylic acid-N-(2-pyridyl)-N-(2-ethoxycarbonylethyl)amide compound of formula-5 (100 g) was added to acetonitrile (1200 ml) and water (800 ml) at 25-35° C. and then cooled to 12-18° C. Potassium carbonate (138 g) was added to the reaction mixture and stirred for 15 minutes at 12-18° C. A solution of hexyl 1H-imidazole-1-carboxylate compound of formula-4 (66 g) in acetonitrile (150 ml) was slowly added to the reaction mixture over a ...